From a dataset of the Open Reaction Database (ORD), a public repository of structured organic reaction records. describe an organic reaction: reactants, conditions, products, and yield Reactants: ClC1=CC(=C(CN2N=NC3=C2C=CC(=C3)C=O)C=C1)C(F)(F)F (1-(4-chloro-2-trifluoromethylbenzyl)-1H-benzotriazole-5-carbaldehyde), N1N=NN=C1CN1C(SCC1=O)=O (3-(1H-tetrazol-5-ylmethyl)-1,3-thiazolidine-2,4-dione). Product: ClC1=CC(=C(CN2N=NC3=C2C=CC(=C3)\C=C/3\C(N(C(S3)=O)CC3=NN=NN3)=O)C=C1)C(F)(F)F ((5Z)-5-({1-[4-Chloro-2-(trifluoromethyl)benzyl]-1H-benzotriazol-5-yl}methylidene)-3-(1H-tetrazol-5-ylmethyl)-1,3-thiazolidine-2,4-dione). Reaction SMILES: [Cl:1][C:2]1[CH:19]=[CH:18][C:5]([CH2:6][N:7]2[C:11]3[CH:12]=[CH:13][C:14]([CH:16]=O)=[CH:15][C:10]=3[N:9]=[N:8]2)=[C:4]([C:20]([F:23])([F:22])[F:21])[CH:3]=1.[NH:24]1[C:28]([CH2:29][N:30]2[C:34](=[O:35])[CH2:33][S:32][C:31]2=[O:36])=[N:27][N:26]=[N:25]1>>[Cl:1][C:2]1[CH:19]=[CH:18][C:5]([CH2:6][N:7]2[C:11]3[CH:12]=[CH:13][C:14](/[CH:16]=[C:33]4/[C:34](=[O:35])[N:30]([CH2:29][C:28]5[NH:24][N:25]=[N:26][N:27]=5)[C:31](=[O:36])[S:32]/4)=[CH:15][C:10]=3[N:9]=[N:8]2)=[C:4]([C:20]([F:23])([F:21])[F:22])[CH:3]=1. Procedure: (5Z)-5-({1-[4-Chloro-2-(trifluoromethyl)benzyl]-1H-benzotriazol-5-yl}methylidene)-3-(1H-tetrazol-5-ylmethyl)-1,3-thiazolidine-2,4-dione was prepared from 1-(4-chloro-2-trifluoromethylbenzyl)-1H-benzotriazole-5-carbaldehyde (from Example 258) and 3-(1H-tetrazol-5-ylmethyl)-1,3-thiazolidine-2,4-dione (from Example 72) following General Procedure F. Conditions: time 16 hour. Reactants: CC(N=C=NC(C)C)C (DIC), O(C1=CC=CC=C1)CC1=NC2=C(N1CC1=CC=C(C=C1)OC(F)(F)F)C=CC(=C2)C(=O)O (2-phenoxymethyl-1-(4-trifluoromethoxy-benzyl)-1H-benzoimidazole-5-carboxylic acid), C(CCC)N (butylamine). Solvent: C1CCOC1 (THF). Reaction SMILES: [O:1]([CH2:8][C:9]1[N:13]([CH2:14][C:15]2[CH:20]=[CH:19][C:18]([O:21][C:22]([F:25])([F:24])[F:23])=[CH:17][CH:16]=2)[C:12]2[CH:26]=[CH:27][C:28]([C:30]([OH:32])=O)=[CH:29][C:11]=2[N:10]=1)[C:2]1[CH:7]=[CH:6][CH:5]=[CH:4][CH:3]=1.CC(C)N=C=NC(C)C.[CH2:42]([NH2:46])[CH2:43][CH2:44][CH3:45]>C1COCC1>[CH2:42]([NH:46][C:30]([C:28]1[CH:27]=[CH:26][C:12]2[N:13]([CH2:14][C:15]3[CH:20]=[CH:19][C:18]([O:21][C:22]([F:23])([F:25])[F:24])=[CH:17][CH:16]=3)[C:9]([CH2:8][O:1][C:2]3[CH:3]=[CH:4][CH:5]=[CH:6][CH:7]=3)=[N:10][C:11]=2[CH:29]=1)=[O:32])[CH2:43][CH2:44][CH3:45]. Yields the product C(CCC)NC(=O)C1=CC2=C(N(C(=N2)COC2=CC=CC=C2)CC2=CC=C(C=C2)OC(F)(F)F)C=C1 (2-Phenoxymethyl-1-(4-trifluoromethoxy-benzyl)-1H-benzoimidazole-5-carboxylic acid butyl-amide). Procedure details: 0.16 mmol of 2-phenoxymethyl-1-(4-trifluoromethoxy-benzyl)-1H-benzoimidazole-5-carboxylic acid were dissolved in 1 ml THF with 1 eq. DIC. After 15 min 1.5 eq of butylamine was added and the reaction stirred at room temperature for 16 h. The crude material was purified via reversed phase preparative HPLC. MS(ISP) 498.3 (M+H)+. As a reaction SMILES: [Br:1][C:2]1[C:3]([CH3:14])=[C:4]([CH:8]([OH:13])[CH2:9][CH2:10][CH2:11][CH3:12])[CH:5]=[CH:6][CH:7]=1.O[C:16]1[CH:28]=[CH:27][C:19]([O:20][CH2:21][C:22]([O:24][CH2:25][CH3:26])=[O:23])=[C:18]([CH3:29])[CH:17]=1.C1CCN(C(N=NC(N2CCCCC2)=O)=O)CC1.C(P(CCCC)CCCC)CCC>C1COCC1>[Br:1][C:2]1[C:3]([CH3:14])=[C:4]([CH:8]([O:13][C:16]2[CH:28]=[CH:27][C:19]([O:20][CH2:21][C:22]([O:24][CH2:25][CH3:26])=[O:23])=[C:18]([CH3:29])[CH:17]=2)[CH2:9][CH2:10][CH2:11][CH3:12])[CH:5]=[CH:6][CH:7]=1. The reactants are BrC=1C(=C(C=CC1)C(CCCC)O)C (1-(3-bromo-2-methylphenyl)-1-pentanol), OC1=CC(=C(OCC(=O)OCC)C=C1)C (ethyl (4-hydroxy-2-methylphenoxy)acetate), C(CCC)P(CCCC)CCCC (tributylphosphine), C1CCN(CC1)C(=O)N=NC(=O)N2CCCCC2 (ADDP). Reported procedure: To a solution of 1-(3-bromo-2-methylphenyl)-1-pentanol (495 mg, 1.92 mmol) in anhydrous THF (40 mL) under nitrogen at 0° C. was added portion-wise ethyl (4-hydroxy-2-methylphenoxy)acetate (405 mg, 1.93 mmol), followed by slow addition (over 25 min) of ADDP (971 mg, 3.85 mmol) and drop-wise addition of tributylphosphine (0.96 mL, 3.85 mmol). The resulting mixture was then stirred for 16 h with gradual warming to ambient temperature. The solvent was then removed under vacuum and the residue partit... Isolated yield 57.4%. Product: BrC=1C(=C(C=CC1)C(CCCC)OC1=CC(=C(C=C1)OCC(=O)OCC)C)C (Ethyl [(4-{[1-(3-bromo-2-methylphenyl)pentyl]oxy}-2-methylphenyl)oxy]acetate). Run at time 16 hour. Run in C1CCOC1 (THF).